This data is from the Open Reaction Database (ORD), a public repository of structured organic reaction records. The task is: describe an organic reaction: reactants, conditions, products, and yield Starting materials: NC1=CC(=C(C=C1Cl)CC(=O)OC)F (Methyl 4-amino-5-chloro-2-fluorophenylacetate), S1N=C(C2=C1C=CC=C2)C(=O)O (benzo(d)isothiazole-3-carboxylic acid), C=1C=CC2=C(C1)N=NN2O (HOBt), CCN=C=NCCCN(C)C.Cl (EDC HCl). Reagents/catalysts: CN(C)C=1C=CN=CC1 (DMAP). Solvent: CN(C)C=O (DMF), Cl (HCl). Run at temperature 80 celsius, time 10 hour. Yields the product ClC=1C(=CC(=C(C1)CC(=O)OCC)F)NC(=O)C1=NSC2=C1C=CC=C2 (ethyl (5-chloro-2-fluoro-4-((3-benzo(d)isothiazolylcarbonyl)amino)phenyl)acetate). As a reaction SMILES: [NH2:1][C:2]1[C:7]([Cl:8])=[CH:6][C:5]([CH2:9][C:10]([O:12][CH3:13])=[O:11])=[C:4]([F:14])[CH:3]=1.[S:15]1[C:19]2[CH:20]=[CH:21][CH:22]=[CH:23][C:18]=2[C:17]([C:24]([OH:26])=O)=[N:16]1.[CH:27]1C=CC2N(O)N=NC=2C=1.CCN=C=NCCCN(C)C.Cl>CN(C1C=CN=CC=1)C.CN(C=O)C.Cl>[Cl:8][C:7]1[C:2]([NH:1][C:24]([C:17]2[C:18]3[CH:23]=[CH:22][CH:21]=[CH:20][C:19]=3[S:15][N:16]=2)=[O:26])=[CH:3][C:4]([F:14])=[C:5]([CH2:9][C:10]([O:12][CH2:13][CH3:27])=[O:11])[CH:6]=1 |f:3.4|. Procedure details: Methyl 4-amino-5-chloro-2-fluorophenylacetate (753 mg, 3.25 mmol), benzo(d)isothiazole-3-carboxylic acid (583 mg, 3.25 mmol), HOBt (834 mg, 6.18 mmol), EDC HCl (934 mg, 4.88 mmol) and DMAP (catalytic amount) were dissolved in DMF (16 ml). The resulting solution was stirred for 10 hours at 80° C. After cooling, the reaction mixture was poured in 1M HCl, followed by extraction with ethyl acetate. The extract was washed with saturated brine, dried over anhydrous magnesium sulfate and distilled unde...